From a dataset of the Open Reaction Database (ORD), a public repository of structured organic reaction records. describe an organic reaction: reactants, conditions, products, and yield The reactants are NC=1SC=C(N1)C(C(=O)NC1[C@@H]2N(C(=CCS2)C(=O)O)C1=O)=NOC (7-[2-(2-aminothiazol-4-yl)-2-methoxyiminoacetamido]-3-cephem-4-carboxylic acid), C(C)C(C(=O)OCI)CC (iodomethyl 2-ethylbutyrate). Run in C(C)N(CC)CC (triethylamine). Product: NC=1SC=C(N1)C(C(=O)NC1[C@@H]2N(C(=CCS2)C(=O)OCOC(C(CC)CC)=O)C1=O)=NOC (2-ethylbutyryloxymethyl 7-[2-(2-aminothiazol-4-yl)-2-methoxyiminoacetamido]-3-cephem-4-carboxylate). Reaction SMILES: [NH2:1][C:2]1[S:3][CH:4]=[C:5]([C:7](=[N:23][O:24][CH3:25])[C:8]([NH:10][CH:11]2[C:21](=[O:22])[N:13]3[C:14]([C:18]([OH:20])=[O:19])=[CH:15][CH2:16][S:17][C@H:12]23)=[O:9])[N:6]=1.[CH2:26]([CH:28]([CH2:34][CH3:35])[C:29]([O:31][CH2:32]I)=[O:30])[CH3:27]>C(N(CC)CC)C>[NH2:1][C:2]1[S:3][CH:4]=[C:5]([C:7](=[N:23][O:24][CH3:25])[C:8]([NH:10][CH:11]2[C:21](=[O:22])[N:13]3[C:14]([C:18]([O:20][CH2:32][O:31][C:29](=[O:30])[CH:28]([CH2:34][CH3:35])[CH2:26][CH3:27])=[O:19])=[CH:15][CH2:16][S:17][C@H:12]23)=[O:9])[N:6]=1. Reported procedure: In the same manner as Example 8, 7-[2-(2-aminothiazol-4-yl)-2-methoxyiminoacetamido]-3-cephem-4-carboxylic acid (syn-isomer) was reacted with iodomethyl 2-ethylbutyrate in the presence of triethylamine to give 2-ethylbutyryloxymethyl 7-[2-(2-aminothiazol-4-yl)-2-methoxyiminoacetamido]-3-cephem-4-carboxylate (syn-isomer). Starting materials: COC(C(=O)OCC)C(=O)OCC (Diethyl methoxymalonate), [H-].[Na+] (sodium hydride), CI (methyl iodide). Reagents/catalysts: C1COCCOCCOCCOCCO1 (15-crown-5). Solvent: CN(C=O)C (N,N-dimethylformamide). Yields the product COC(C(=O)OCC)(C(=O)OCC)C (diethyl methoxy(methyl)malonate). The yield is 50.0%. As a reaction SMILES: [CH3:1][O:2][CH:3]([C:9]([O:11][CH2:12][CH3:13])=[O:10])[C:4]([O:6][CH2:7][CH3:8])=[O:5].[H-].[Na+].[CH3:16]I>C1OCCOCCOCCOCCOC1.CN(C)C=O>[CH3:1][O:2][C:3]([CH3:16])([C:4]([O:6][CH2:7][CH3:8])=[O:5])[C:9]([O:11][CH2:12][CH3:13])=[O:10] |f:1.2|. Procedure details: Diethyl methoxymalonate (31.0 grams, 0.2 mole), prepared in Example LIII Part A, sodium hydride (3.91 grams of 60% reagent, 0.2 mole), methyl iodide (46.27 grams, 0.3 mole) and 15-crown-5 (2 drops) were reacted in 300 millilaters of N,N-dimethylformamide in a manner similar to that described in Example LII Part A to give 23.77 grams (0.1 mole) of diethyl methoxy(methyl)malonate. NMR analysis of the product indicated the following: